Dataset: the Open Reaction Database (ORD), a public repository of structured organic reaction records. Task: describe an organic reaction: reactants, conditions, products, and yield Starting materials: C(C1=CC=CC=C1)OC=1C=C(C(=O)O)C=C(C1C1=CC=CC=C1)[N+](=O)[O-] (3-benzyloxy-5-nitro-4-phenylbenzoic acid), [N+](=O)([O-])C=1C(=C(C=C(C(=O)O)C1)OCCCCC)C1=CC=CC=C1 (5-nitro-3-n-pentyloxy-4-phenylbenzoic acid). Yields the product NC=1C(=C(C=C(C(=O)O)C1)OCCCCC)C1=CC=CC=C1 (5-amino-3-n-pentyloxy-4-phenylbenzoic acid). As a reaction SMILES: [CH2:1]([O:8][C:9]1[CH:10]=[C:11]([CH:15]=[C:16]([N+:24]([O-])=O)[C:17]=1[C:18]1[CH:23]=[CH:22][CH:21]=[CH:20][CH:19]=1)[C:12]([OH:14])=[O:13])[C:2]1C=C[CH:5]=[CH:4][CH:3]=1.[N+](C1C(C2C=CC=CC=2)=C(OCCCCC)C=C(C=1)C(O)=O)([O-])=O>>[NH2:24][C:16]1[C:17]([C:18]2[CH:19]=[CH:20][CH:21]=[CH:22][CH:23]=2)=[C:9]([O:8][CH2:1][CH2:2][CH2:3][CH2:4][CH3:5])[CH:10]=[C:11]([CH:15]=1)[C:12]([OH:14])=[O:13]. Procedure details: By replacing in Example 2, step D, 3-benzyloxy-5-nitro-4-phenylbenzoic acid with 5-nitro-3-n-pentyloxy-4-phenylbenzoic acid, and following the procedure described, 5-amino-3-n-pentyloxy-4-phenylbenzoic acid is obtained crystallizing with 0.25 mole of water with a melting point of 134°-135° C. Reactants: N[C@H](CCC(=O)O)C(=O)O (D-glutamic acid), [OH-].[Na+] (sodium hydroxide), [OH-].[Na+] (sodium hydroxide), C(CCCCCC)(=O)Cl (heptanoyl chloride). Run in CC(=O)C (acetone). Reaction conditions: temperature 10 celsius. The product is C(CCCCCC)(=O)N[C@H](CCC(=O)O)C(=O)O (N-Heptanoyl-D-glutamic acid). Isolated yield 83.0%. Reaction SMILES: [NH2:1][C@@H:2]([C:8]([OH:10])=[O:9])[CH2:3][CH2:4][C:5]([OH:7])=[O:6].[OH-].[Na+].[C:13](Cl)(=[O:20])[CH2:14][CH2:15][CH2:16][CH2:17][CH2:18][CH3:19]>CC(C)=O>[C:13]([NH:1][C@@H:2]([C:8]([OH:10])=[O:9])[CH2:3][CH2:4][C:5]([OH:7])=[O:6])(=[O:20])[CH2:14][CH2:15][CH2:16][CH2:17][CH2:18][CH3:19] |f:1.2|. Procedure details: A solution of 75.0 g (510 mmol) of D-glutamic acid in one liter of aqueous acetone (50:50) was adjusted to pH 9.0 with 2N sodium hydroxide. The resulting solution was cooled to 10° C. and treated over 45 minutes with 114.2 g (770 mmol) of heptanoyl chloride, maintaining the pH at 9.0 with 2N sodium hydroxide. The reaction was allowed to warm to room temperature for three hours. The acetone was removed under vacuum, and the resulting aqueous solution was acidified with dilute hydrochloric acid an... Starting materials: C(=O)([O-])[O-].[K+].[K+] (K2CO3), CN1CCNCC1 (N-methyl piperazine), ClCCN[C@H]1[C@@H](C1)C1=CC=CC=C1 (N-(2-chloroethyl)-N-[(trans)-2-phenylcyclopropyl]amine), ClCCN[C@H]1[C@@H](C1)C1=CC=CC=C1 (N-(2-chloroethyl)-N-[(trans)-2-phenylcyclopropyl]amine). Run in CN(C)C=O (DMF). Reaction conditions: temperature 80 celsius. Product: Cl.CN1CCN(CC1)CCN[C@H]1[C@@H](C1)C1=CC=CC=C1 (N-[2-(4-methylpiperazin-1-yl)ethyl]-N-[(trans)-2-phenylcyclopropyl]amine hydrochloride salt). Yield: 56.0%. As a reaction SMILES: [CH3:1][N:2]1[CH2:7][CH2:6][NH:5][CH2:4][CH2:3]1.[Cl:8][CH2:9][CH2:10][NH:11][C@@H:12]1[CH2:14][C@H:13]1[C:15]1[CH:20]=[CH:19][CH:18]=[CH:17][CH:16]=1.C([O-])([O-])=O.[K+].[K+]>CN(C=O)C>[ClH:8].[CH3:1][N:2]1[CH2:7][CH2:6][N:5]([CH2:9][CH2:10][NH:11][C@@H:12]2[CH2:14][C@H:13]2[C:15]2[CH:20]=[CH:19][CH:18]=[CH:17][CH:16]=2)[CH2:4][CH2:3]1 |f:2.3.4,6.7|. Procedure details: N-methyl piperazine, 0.68 mL (6.13 mmol), was added over a solution of the N-(2-chloroethyl)-N-[(trans)-2-phenylcyclopropyl]amine (Intermediate B) 0.6 g (3.06 mmol) in 60 mL DMF, followed by the addition of K2CO3 (3.06 mmol). The mixture was stirred at 80° C. and the progression was monitored by TLC, after completion, the solvent was evaporated to dryness. DCM and a K2CO3 solution were added to the crude. The organic layer was extracted, washed with water, brine and dried with MgSO4 and filtered... Starting materials: O=C1CCC(=O)N1Br, Cc1ccc(C(F)(F)F)cc1C(=O)OC(C)(C)C, CC(C)(C#N)N=NC(C)(C)C#N, c1ccccc1. The product is CC(C)(C)OC(=O)c1cc(C(F)(F)F)ccc1CBr. As a reaction SMILES: [Br:1][N:2]1[C:3](=[O:4])[CH2:5][CH2:6][C:7]1=[O:8].[CH3:21][c:22]1[c:23]([C:24](=[O:25])[O:26][C:27]([CH3:28])([CH3:29])[CH3:30])[cH:31][c:32]([C:35]([F:36])([F:37])[F:38])[cH:33][cH:34]1.[N:9]([C:10]([CH3:11])([CH3:12])[C:13]#[N:14])=[N:15][C:16]([CH3:17])([CH3:18])[C:19]#[N:20].[cH:39]1[cH:40][cH:41][cH:42][cH:43][cH:44]1>>[Br:1][CH2:21][c:22]1[c:23]([C:24](=[O:25])[O:26][C:27]([CH3:28])([CH3:29])[CH3:30])[cH:31][c:32]([C:35]([F:36])([F:37])[F:38])[cH:33][cH:34]1. The reactants are C(C)(C)(C)OC(C(CC)Br)=O (tert-butyl-2-bromobutyrat), [OH-].[Na+] (sodium hydroxide), C(C\C=C/C\C=C/C\C=C/C\C=C/C\C=C/CC)O ((3Z,6Z,9Z,12Z,15Z)-octadeca-3,6,9,12,15-pentaen-1-ol), C(C)(C)(C)OC(C(CC)Br)=O (tert-butyl-2-bromobutyrat), O (water). The reagents and catalysts are S([O-])(O)(=O)=O.C(CCC)[N+](CCCC)(CCCC)CCCC (tetrabutylammonium bisulfate). Solvent: C1(=CC=CC=C1)C (toluene), CCCCCCC (heptane). Conditions: temperature 50 celsius. The product is C(C\C=C/C\C=C/C\C=C/C\C=C/C\C=C/CC)OC(C(=O)OC(C)(C)C)CC (tert-butyl 2-((3Z,6Z,9Z,12Z,15Z)-octadeca-3,6,9,12,15-pentaen-1-yloxy)butanoate). The yield is 60.4%. RXN SMILES: [OH-].[Na+].[CH2:3]([OH:21])[CH2:4]/[CH:5]=[CH:6]\[CH2:7]/[CH:8]=[CH:9]\[CH2:10]/[CH:11]=[CH:12]\[CH2:13]/[CH:14]=[CH:15]\[CH2:16]/[CH:17]=[CH:18]\[CH2:19][CH3:20].[C:22]([O:26][C:27](=[O:32])[CH:28](Br)[CH2:29][CH3:30])([CH3:25])([CH3:24])[CH3:23].O>S(=O)(=O)(O)[O-].C([N+](CCCC)(CCCC)CCCC)CCC.C1(C)C=CC=CC=1.CCCCCCC>[CH2:3]([O:21][CH:28]([CH2:29][CH3:30])[C:27]([O:26][C:22]([CH3:25])([CH3:24])[CH3:23])=[O:32])[CH2:4]/[CH:5]=[CH:6]\[CH2:7]/[CH:8]=[CH:9]\[CH2:10]/[CH:11]=[CH:12]\[CH2:13]/[CH:14]=[CH:15]\[CH2:16]/[CH:17]=[CH:18]\[CH2:19][CH3:20] |f:0.1,5.6|. Procedure: An aqueous solution of sodium hydroxide (50% (w/w), 6 mL) was added portionwise to a mixture of (3Z,6Z,9Z,12Z,15Z)-octadeca-3,6,9,12,15-pentaen-1-ol (1.66 g, 6.37 mmol), tert-butyl-2-bromobutyrat (2.86 g, 12.8 mmol) and tetrabutylammonium bisulfate (0.65 g, 1.91 mmol) in toluene (12 ml). The reaction mixture was vigorously stirred under N2-atmosphere and warmed to 50° C. The reaction mixture was stirred at 50° C. for a total of 25 hrs. Additional tert-butyl-2-bromobutyrat (1.43 g, 6.41 mmol) and... Reactants: FC(C(=O)O)(F)F.O=C1N(C(C=C1)=O)CCCC(=O)NN (4-(2,5-Dioxo-2,5-dihydro-1H-pyrrol-1-yl)butanehydrazide trifluoroacetic acid salt), C(C)(=O)C1=CC=C(OCCOC=2C=C(C=C(C2)COC=2C(=CC3=C(\N=C/[C@@H]4N(C3=O)CCCC4)C2)OC)COC=2C(=CC4=C(\N=C/[C@@H]3N(C4=O)CCCC3)C2)OC)C=C1 ((5Z,5′Z,6aR,6a′R)-3,3′-(5-(2-(4-Acetylphenoxy)ethoxy)-1,3-phenylene)bis(methylene)bis(oxy)bis(2-methoxy-7,8,9,10-tetrahydrobenzo[e]pyrido[1,2-a][1,4]diazepin-12(6aH)-one)), C(C)(=O)Cl (acetyl chloride). Solvent: C(Cl)Cl (DCM). Run at time 15 minute. Product: COC1=CC2=C(\N=C/[C@H]3N(C2=O)CCCC3)C=C1OCC=1C=C(OCCOC3=CC=C(C=C3)\C(\C)=N\NC(CCCN3C(C=CC3=O)=O)=O)C=C(C1)COC=1C(=CC3=C(\N=C/[C@H]2N(C3=O)CCCC2)C1)OC ((E)-N′-(1-(4-(2-(3,5-bis(((S,Z)-2-methoxy-12-oxo-6a,7,8,9,10,12-hexahydrobenzo[e]pyrido[1,2-a][1,4]diazepin-3-yloxy)methyl)phenoxy)ethoxy)phenyl)ethylidene)-4-(2,5-dioxo-2,5-dihydro-1H-pyrrol-1-yl)butanehydrazide). Isolated yield 61.4%. RXN SMILES: FC(F)(F)C(O)=O.[O:8]=[C:9]1[CH:13]=[CH:12][C:11](=[O:14])[N:10]1[CH2:15][CH2:16][CH2:17][C:18]([NH:20][NH2:21])=[O:19].[C:22]([C:25]1[CH:80]=[CH:79][C:28]([O:29][CH2:30][CH2:31][O:32][C:33]2[CH:34]=[C:35]([CH2:59][O:60][C:61]3[C:62]([O:77][CH3:78])=[CH:63][C:64]4[C:70](=[O:71])[N:69]5[CH2:72][CH2:73][CH2:74][CH2:75][C@@H:68]5[CH:67]=[N:66][C:65]=4[CH:76]=3)[CH:36]=[C:37]([CH2:39][O:40][C:41]3[C:42]([O:57][CH3:58])=[CH:43][C:44]4[C:50](=[O:51])[N:49]5[CH2:52][CH2:53][CH2:54][CH2:55][C@@H:48]5[CH:47]=[N:46][C:45]=4[CH:56]=3)[CH:38]=2)=[CH:27][CH:26]=1)(=O)[CH3:23].C(Cl)(=O)C>C(Cl)Cl>[CH3:78][O:77][C:62]1[C:61]([O:60][CH2:59][C:35]2[CH:34]=[C:33]([CH:38]=[C:37]([CH2:39][O:40][C:41]3[C:42]([O:57][CH3:58])=[CH:43][C:44]4[C:50](=[O:51])[N:49]5[CH2:52][CH2:53][CH2:54][CH2:55][C@H:48]5[CH:47]=[N:46][C:45]=4[CH:56]=3)[CH:36]=2)[O:32][CH2:31][CH2:30][O:29][C:28]2[CH:79]=[CH:80][C:25](/[C:22](=[N:21]/[NH:20][C:18](=[O:19])[CH2:17][CH2:16][CH2:15][N:10]3[C:9](=[O:8])[CH:13]=[CH:12][C:11]3=[O:14])/[CH3:23])=[CH:26][CH:27]=2)=[CH:76][C:65]2[N:66]=[CH:67][C@@H:68]3[CH2:75][CH2:74][CH2:73][CH2:72][N:69]3[C:70](=[O:71])[C:64]=2[CH:63]=1 |f:0.1|. Procedure details: 4-(2,5-Dioxo-2,5-dihydro-1H-pyrrol-1-yl)butanehydrazide trifluoroacetic acid salt (246) (3 mg, 0.0096 mmol), (5Z,5′Z,6aR,6a′R)-3,3′-(5-(2-(4-Acetylphenoxy)ethoxy)-1,3-phenylene)bis(methylene)bis(oxy)bis(2-methoxy-7,8,9,10-tetrahydrobenzo[e]pyrido[1,2-a][1,4]diazepin-12(6aH)-one) (243) (7.5 mg, 0.0093 mmol) and 50 mg 4 A molecular sieves was stirred in 2 ml of dry 5% HAc in DCM (one day earlier dried by 4 A molecular sieves) for 2 h, neutralized with 0.5 ml of DIPEA, evaporated and purified on HP...